Dataset: the Open Reaction Database (ORD), a public repository of structured organic reaction records. Task: describe an organic reaction: reactants, conditions, products, and yield The reactants are ClC1=NC(=C2N=CN(C2=N1)[C@@H]1O[C@@H]([C@H]([C@H]1O)O)C1=NC(=NO1)CC)NC(CC)CC ((2R,3R,4S,5S)-2-[2-Chloro-6-(1-ethyl-propylamino)-purin-9-yl]-5-(3-ethyl-[1,2,4]oxadiazol-5-yl)-tetrahydro-furan-3,4-diol), NCCC1=NC=CC=C1 (2-(2-aminoethyl) pyridine), CS(=O)C (DMSO), NCCC1=NC=CC=C1 (2-(2-aminoethyl) pyridine). Reaction conditions: temperature 80 celsius. The product is C(=O)O.C(C)C1=NOC(=N1)[C@H]1O[C@H]([C@@H]([C@@H]1O)O)N1C2=NC(=NC(=C2N=C1)NC(CC)CC)NCCC1=NC=CC=C1 ((2S,3S,4R,5R)-2-(3-Ethyl-[1,2,4]oxadiazol-5-yl)-5-[6-(1-ethyl-propylamino)-2-(2-pyridin-2-yl-ethylamino)-purin-9-yl]-tetrahydro-furan-3,4-diol formate). Reaction SMILES: Cl[C:2]1[N:10]=[C:9]2[C:5]([N:6]=[CH:7][N:8]2[C@H:11]2[C@H:15]([OH:16])[C@H:14]([OH:17])[C@@H:13]([C:18]3[O:22][N:21]=[C:20]([CH2:23][CH3:24])[N:19]=3)[O:12]2)=[C:4]([NH:25][CH:26]([CH2:29][CH3:30])[CH2:27][CH3:28])[N:3]=1.[NH2:31][CH2:32][CH2:33][C:34]1[CH:39]=[CH:38][CH:37]=[CH:36][N:35]=1.CS(C)=[O:42]>>[CH:18]([OH:22])=[O:42].[CH2:23]([C:20]1[N:19]=[C:18]([C@@H:13]2[C@@H:14]([OH:17])[C@@H:15]([OH:16])[C@H:11]([N:8]3[CH:7]=[N:6][C:5]4[C:9]3=[N:10][C:2]([NH:31][CH2:32][CH2:33][C:34]3[CH:39]=[CH:38][CH:37]=[CH:36][N:35]=3)=[N:3][C:4]=4[NH:25][CH:26]([CH2:29][CH3:30])[CH2:27][CH3:28])[O:12]2)[O:22][N:21]=1)[CH3:24] |f:3.4|. Procedure details: Intermediate 9 (0.070 g, 0.161 mmol) and 2-(2-aminoethyl) pyridine (0.096 ml, 0.807 mmol) were dissolved in DMSO (0.03 ml) and heated at 80° C. in a sealed vial (eg Reacti vial™), for 46 h, a further portion of 2-(2-aminoethyl) pyridine (0.096 ml, 0.807 mmol) was added after the first 20 h. The product was purified by Autoprep. HPLC to give the title compound after freeze drying as a beige solid (0.035 g). LC/MS system B Rt=2.38 min, m/z=524 MH+. Reactants: NC1=CC=C(C=C1)C1=C(NC2=NC=CC=C21)C(=O)N (3-(4-aminophenyl)-1H-pyrrolo[2,3-b]pyridine-2-carboxamide), C1(=CC(=CC=C1)N=C=O)C (m-tolyl isocyanate). Product: solid, C1(=CC(=CC=C1)NC(NC1=CC=C(C=C1)C1=C(NC2=NC=CC=C21)C(=O)N)=O)C (3-[4-(3-m-tolylureido)phenyl]-1H-pyrrolo[2,3-b]pyridine-2-carboxamide). As a reaction SMILES: [NH2:1][C:2]1[CH:7]=[CH:6][C:5]([C:8]2[C:16]3[C:11](=[N:12][CH:13]=[CH:14][CH:15]=3)[NH:10][C:9]=2[C:17]([NH2:19])=[O:18])=[CH:4][CH:3]=1.[C:20]1([CH3:29])[CH:25]=[CH:24][CH:23]=[C:22]([N:26]=[C:27]=[O:28])[CH:21]=1>>[C:20]1([CH3:29])[CH:25]=[CH:24][CH:23]=[C:22]([NH:26][C:27](=[O:28])[NH:1][C:2]2[CH:3]=[CH:4][C:5]([C:8]3[C:16]4[C:11](=[N:12][CH:13]=[CH:14][CH:15]=4)[NH:10][C:9]=3[C:17]([NH2:19])=[O:18])=[CH:6][CH:7]=2)[CH:21]=1. Reported procedure: 62.5 mg of solid beige-coloured 3-[4-(3-m-tolylureido)phenyl]-1H-pyrrolo[2,3-b]pyridine-2-carboxamide are prepared as described in Example 7 starting with 3-(4-aminophenyl)-1H-pyrrolo[2,3-b]pyridine-2-carboxamide and m-tolyl isocyanate. Starting materials: C1COC2(CCNCC2)O1 (4-piperidone ethylene ketal), N1=CC=CC=C1 (pyridine), C(CCC)(=O)Cl (Butyryl chloride). The solvent is ClCCl (dichloromethane), ClCCl (dichloromethane). Reaction conditions: temperature 20 celsius, time 8 hour. The product is C1COC2(CCN(CC2)C(CCC)=O)O1 (1-(1-Oxobutyl)-4-piperidone ethylene ketal). Isolated yield 61.9%. As a reaction SMILES: [C:1](Cl)(=[O:5])[CH2:2][CH2:3][CH3:4].[CH2:7]1[O:16][C:10]2([CH2:15][CH2:14][NH:13][CH2:12][CH2:11]2)[O:9][CH2:8]1.N1C=CC=CC=1>ClCCl>[CH2:7]1[O:16][C:10]2([CH2:15][CH2:14][N:13]([C:1](=[O:5])[CH2:2][CH2:3][CH3:4])[CH2:12][CH2:11]2)[O:9][CH2:8]1. Procedure details: Butyryl chloride (0.53 g, 5 mmol) in dry dichloromethane (5 ml) was added dropwise with stirring to 4-piperidone ethylene ketal (0.72g, 5 mmol) and pyridine (0.5 ml) in dry dichloromethane (10 ml). The solution was stirred at 20° C. overnight then washed successively with dilute HCl, saturated sodium bicarbonate solution and water and dried (sodium sulphate). Evaporation of the solvent gave the product as a clear syrup (0.66 g). MS (+EI) 213 (M+), 1H NMR (CDCl3) 3.98 (4H, s), 3.70 (2H, t), 3.53 ... Reactants: O=C([O-])[O-], O=C([O-])O, CO, O=[N+]([O-])c1cc(F)c(N2CCN(Cc3ccccc3)CC2)c(CO)c1F, [K+], [K+], [Na+], O=S(=O)(O)O. Yields the product COCc1c(F)c([N+](=O)[O-])cc(F)c1N1CCN(Cc2ccccc2)CC1. Reaction SMILES: [C:32](=[O:33])([O-:34])[O-:35].[C:38](=[O:39])([O-:40])[OH:41].[CH3:43][OH:44].[F:1][c:2]1[c:3]([N:14]2[CH2:15][CH2:16][N:17]([CH2:20][c:21]3[cH:22][cH:23][cH:24][cH:25][cH:26]3)[CH2:18][CH2:19]2)[c:4]([CH2:5][OH:6])[c:7]([F:13])[c:8]([N+:10](=[O:11])[O-:12])[cH:9]1.[K+:36].[K+:37].[Na+:42].[S:27](=[O:28])(=[O:29])([OH:30])[OH:31]>>[F:1][c:2]1[c:3]([N:14]2[CH2:15][CH2:16][N:17]([CH2:20][c:21]3[cH:22][cH:23][cH:24][cH:25][cH:26]3)[CH2:18][CH2:19]2)[c:4]([CH2:5][O:6][CH3:32])[c:7]([F:13])[c:8]([N+:10](=[O:11])[O-:12])[cH:9]1. The product is Cc1ccc(S(=O)(=O)OCCc2ccc(Nc3ncc(C#N)c(-c4cccs4)n3)cc2)cc1. Reaction SMILES: [C:1](#[N:2])[c:3]1[c:4](-[c:19]2[s:20][cH:21][cH:22][cH:23]2)[n:5][c:6]([NH:9][c:10]2[cH:11][cH:12][c:13]([CH2:16][CH2:17][OH:18])[cH:14][cH:15]2)[n:7][cH:8]1.[c:24]1([CH3:34])[cH:25][cH:26][c:27]([S:30](=[O:31])(=[O:32])[Cl:33])[cH:28][cH:29]1>>[C:1](#[N:2])[c:3]1[c:4](-[c:19]2[s:20][cH:21][cH:22][cH:23]2)[n:5][c:6]([NH:9][c:10]2[cH:11][cH:12][c:13]([CH2:16][CH2:17][O:18][S:30]([c:27]3[cH:26][cH:25][c:24]([CH3:34])[cH:29][cH:28]3)(=[O:31])=[O:32])[cH:14][cH:15]2)[n:7][cH:8]1. Reactants: N#Cc1cnc(Nc2ccc(CCO)cc2)nc1-c1cccs1, Cc1ccc(S(=O)(=O)Cl)cc1. Reactants: COC1=CC=C(C=C1)C1C(C1C(=O)OC)C(=O)OC (dimethyl 3-(4-methoxyphenyl)cyclopropane-1,2-dicarboxylate), [Li+].[OH-] (LiOH), Cl (HCl). The solvent is C1CCOC1 (THF). Conditions: temperature 55 celsius, time 8 hour. Yields the product COC1=CC=C(C=C1)C1C(C1C(=O)O)C(=O)O (3-(4-Methoxyphenyl)cyclopropane-1,2-dicarboxylic acid). RXN SMILES: [CH3:1][O:2][C:3]1[CH:8]=[CH:7][C:6]([CH:9]2[CH:11]([C:12]([O:14]C)=[O:13])[CH:10]2[C:16]([O:18]C)=[O:17])=[CH:5][CH:4]=1.[Li+].[OH-].Cl>C1COCC1>[CH3:1][O:2][C:3]1[CH:4]=[CH:5][C:6]([CH:9]2[CH:10]([C:16]([OH:18])=[O:17])[CH:11]2[C:12]([OH:14])=[O:13])=[CH:7][CH:8]=1 |f:1.2|. Reported procedure: A mixture of dimethyl 3-(4-methoxyphenyl)cyclopropane-1,2-dicarboxylate (0.88 g, 3.33 mmol) and LiOH (2M in H2O, 10 mL) in THF (30 mL) was stirred at 55° C. overnight. After cooling to room temperature, the reaction mixture was poured into 1N HCl and extracted with EtOAc (3×). The combined organic extract was dried over MgSO4, filtered, and concentrated to give the title compound as a light yellow solid.